From a dataset of the Open Reaction Database (ORD), a public repository of structured organic reaction records. describe an organic reaction: reactants, conditions, products, and yield Starting materials: C1(CCCCC1)CSC=1C(OC(=CC1O)C)=O (3-cyclohexylmethylthio-4-hydroxy-6-methyl-2-pyrone), OO (hydrogen peroxide), ice water. Solvent: C(C)(=O)O (acetic acid). Run at time 26 hour. Product: C1(CCCCC1)CS(=O)C=1C(OC(=CC1O)C)=O (3-cyclohexylmethylsulfinyl-4-hydroxy-6-methyl-2-pyrone). RXN SMILES: [CH:1]1([CH2:7][S:8][C:9]2[C:10](=[O:17])[O:11][C:12]([CH3:16])=[CH:13][C:14]=2[OH:15])[CH2:6][CH2:5][CH2:4][CH2:3][CH2:2]1.[OH:18]O>C(O)(=O)C>[CH:1]1([CH2:7][S:8]([C:9]2[C:10](=[O:17])[O:11][C:12]([CH3:16])=[CH:13][C:14]=2[OH:15])=[O:18])[CH2:2][CH2:3][CH2:4][CH2:5][CH2:6]1. Procedure: A solution, consisting of 6.00 g. (0.0236 mole) of 3-cyclohexylmethylthio-4-hydroxy-6-methyl-2-pyrone and 2.67 g. (0.0236 mole) of 30% hydrogen peroxide in 30 ml. of glacial acetic acid, was allowed to stand at room temperature for 26 hours, after which period of time it was poured into ice water, giving a white solid precipitate, which was collected on a filter and dried in vacuo over calcium chloride. The crude product weighed 5.8 g. (91 percent) and melted at 132.5°-133.5°C. Recrystallization...